From a dataset of the Open Reaction Database (ORD), a public repository of structured organic reaction records. describe an organic reaction: reactants, conditions, products, and yield The reactants are COC(C1=CC=C(C(=O)OC)C=C1)=O (dimethylterephthalate), CC1=CC(=C(C(=C1C(=O)[O-])S(=O)(=O)O)C(=O)[O-])C.[Na+].[Na+] (sodium dimethylsulfoisophthalate), C(C(C)O)O (1,2-propanediol), CCCC[Sn](=O)O (butyltin hydroxide oxide), sodium sulfoisophthalate dicarboxylate, polyester resin, polyester resin, copoly(1,2-propylene-diethylene)terephthalate, copolyester, C(C1=CC=C(C(=O)[O-])C=C1)(=O)[O-] (terephthalate). The solvent is C(COCCO)O (diethylene glycol), O1CCCC1 (tetrahydrofuran), C(COCCO)O (diethylene glycol). Run at temperature 165 celsius, time 3 hour. Product: S(=O)(=O)(O)C1=C(C(=O)[O-])C=CC=C1C(=O)[O-].[Na+].[Na+] (sodium sulfoisophthalate), C(C(C)O)O (1,2-propanediol). RXN SMILES: C([O-])(=O)C1C=CC(C([O-])=O)=CC=1.COC(=O)C1C=CC(C(OC)=O)=CC=1.C[C:28]1[C:33]([C:34]([O-:36])=[O:35])=[C:32]([S:37]([OH:40])(=[O:39])=[O:38])[C:31]([C:41]([O-:43])=[O:42])=[C:30](C)[CH:29]=1.[Na+:45].[Na+].[CH2:47]([OH:51])[CH:48]([OH:50])[CH3:49].CCCC[Sn](O)=O>O1CCCC1.C(O)COCCO>[S:37]([C:32]1[C:33]([C:34]([O-:36])=[O:35])=[CH:28][CH:29]=[CH:30][C:31]=1[C:41]([O-:43])=[O:42])([OH:40])(=[O:39])=[O:38].[Na+:45].[Na+:45].[CH2:47]([OH:51])[CH:48]([OH:50])[CH3:49] |f:2.3.4,9.10.11|. Procedure: A linear sulfonated random copolyester resin comprised of, on a mol percent, approximately 0.465 of terephthalate; 0.035 of sodium sulfoisophthalate, 0.475 of 1,2-propanediol, and 0.025 of diethylene glycol was prepared as follows. In a one liter Parr reactor equipped with a bottom drain valve, double turbine agitator, and distillation receiver with a cold water condenser were charged 388 grams of dimethylterephthalate, 44.55 grams of sodium dimethylsulfoisophthalate, 310.94 grams of 1,2-propane... The reactants are CSc1ncc2c(n1)N1CCCC1CN(c1cccc(Br)c1)C2=O, C1COCCO1, CC(=O)[O-], Clc1cc(I)ccn1, [K+], [Na+], [Na+], O=C([O-])[O-]. As a reaction SMILES: [Br:1][c:2]1[cH:3][c:4]([N:8]2[C:9](=[O:24])[c:10]3[c:11]([n:18][c:19]([S:22][CH3:23])[n:20][cH:21]3)[N:12]3[CH2:13][CH2:14][CH2:15][CH:16]3[CH2:17]2)[cH:5][cH:6][cH:7]1.[CH2:44]1[O:45][CH2:46][CH2:47][O:48][CH2:49]1.[CH3:26][C:27](=[O:28])[O-:29].[Cl:30][c:31]1[n:32][cH:33][cH:34][c:35]([I:37])[cH:36]1.[K+:25].[Na+:38].[Na+:39].[O-:40][C:41](=[O:42])[O-:43]>>[c:2]1(-[c:35]2[cH:34][cH:33][n:32][c:31]([Cl:30])[cH:36]2)[cH:3][c:4]([N:8]2[C:9](=[O:24])[c:10]3[c:11]([n:18][c:19]([S:22][CH3:23])[n:20][cH:21]3)[N:12]3[CH2:13][CH2:14][CH2:15][CH:16]3[CH2:17]2)[cH:5][cH:6][cH:7]1. The product is CSc1ncc2c(n1)N1CCCC1CN(c1cccc(-c3ccnc(Cl)c3)c1)C2=O. Reactants: C(C)O (ethanol), N1=CC(=CC=C1)C=1N=CN(C1)C(CN1C(C2=CC=CC=C2C1=O)=O)CC (2-(4-(3-pyridinyl)-1H-imidazol-1-yl)-butyl-1H-iso-indol-1,3(2H)-dione), O.NN (hydrazine hydrate). The product is 936, C1=CC(=CN=C1)C2=CN(C=N2)CCCCN (4-(3-pyridinyl)-1H-imidazol-1-butanamaine). Reaction SMILES: [N:1]1[CH:6]=[CH:5][CH:4]=[C:3]([C:7]2[N:8]=[CH:9][N:10]([CH:12](CC)[CH2:13]N3C(=O)C4C(=CC=CC=4)C3=O)[CH:11]=2)[CH:2]=1.O.[NH2:28]N.[CH2:30](O)[CH3:31]>>[CH:5]1[CH:6]=[N:1][CH:2]=[C:3]([C:7]2[N:8]=[CH:9][N:10]([CH2:12][CH2:13][CH2:30][CH2:31][NH2:28])[CH:11]=2)[CH:4]=1 |f:1.2|. Procedure details: Using the procedure of Stage B of Example 1, 1.66 g of the product of Stage A and 0.46 ml of hydrazine hydrate in 30 ml of ethanol were reacted to obtain 936 mag of the desired product which was used as is for the synthesis. Starting materials: C1(=CC=CC=C1)S (thiophenol), C1(=CC=CC=C1)SN1C(C=CC1=O)=O (N-(phenylthio)maleimide). The solvent is C1=CC=CC=C1 (benzene). The product is C1(=CC=CC=C1)SSC1=CC=CC=C1 (phenyl disulfide). Yield: 84.3%. RXN SMILES: [C:1]1([SH:7])[CH:6]=[CH:5][CH:4]=[CH:3][CH:2]=1.[C:8]1([S:14]N2C(=O)C=CC2=O)[CH:13]=[CH:12][CH:11]=[CH:10][CH:9]=1>C1C=CC=CC=1>[C:1]1([S:7][S:14][C:8]2[CH:13]=[CH:12][CH:11]=[CH:10][CH:9]=2)[CH:6]=[CH:5][CH:4]=[CH:3][CH:2]=1. Procedure: 5.5 Grams (0.05 mole) of thiophenol are stirred with 10.2 grams (0.05 mole) of N-(phenylthio)maleimide in 150 ml of benzene at room temperature for 1 hour. The benzene is removed from the reaction mixture by evaporation and the residue is added to 200 ml of methanol. A white solid forms upon contact with the methanol which is recovered by filtration. The solid recovered is 9.2 grams (84% yield) of phenyl disulfide. Recrystallized from methanol, the product melts sharply at 60° C.